This data is from the Open Reaction Database (ORD), a public repository of structured organic reaction records. The task is: describe an organic reaction: reactants, conditions, products, and yield The reactants are C(C1=CC=CC=C1)OC([C@H](NS(=O)(=O)C1=CC(=CC=C1)OC)C(C)(C)C)=O (N-(3 Methoxyphenylsulfonyl)D-tert-leucine benzyl ester), C(=O)([O-])[O-].[K+].[K+] (K2CO3), Cl (HCl), ICCC(C)C (1-iodo-3-methyl butane). The solvent is CN(C)C=O (DMF). Run at temperature 70 celsius. Product: C(C1=CC=CC=C1)OC([C@H](N(S(=O)(=O)C1=CC(=CC=C1)OC)CCC(C)C)C(C)(C)C)=O (N-isoamyl-N-(3 Methoxyphenylsulfonyl)D-tert-leucine benzyl ester). Yield: 64.7%. RXN SMILES: [CH2:1]([O:8][C:9](=[O:27])[C@@H:10]([C:23]([CH3:26])([CH3:25])[CH3:24])[NH:11][S:12]([C:15]1[CH:20]=[CH:19][CH:18]=[C:17]([O:21][CH3:22])[CH:16]=1)(=[O:14])=[O:13])[C:2]1[CH:7]=[CH:6][CH:5]=[CH:4][CH:3]=1.C([O-])([O-])=O.[K+].[K+].I[CH2:35][CH2:36][CH:37]([CH3:39])[CH3:38].Cl>CN(C=O)C>[CH2:1]([O:8][C:9](=[O:27])[C@@H:10]([C:23]([CH3:24])([CH3:26])[CH3:25])[N:11]([CH2:35][CH2:36][CH:37]([CH3:39])[CH3:38])[S:12]([C:15]1[CH:20]=[CH:19][CH:18]=[C:17]([O:21][CH3:22])[CH:16]=1)(=[O:14])=[O:13])[C:2]1[CH:3]=[CH:4][CH:5]=[CH:6][CH:7]=1 |f:1.2.3|. Reported procedure: To a solution of N-(3 Methoxyphenylsulfonyl)D-tert-leucine benzyl ester (1.31 g, 3.35 mmol) in DMF (10 ml) is added K2CO3 (1.87 g, 13.4 mmol) followed by 1-iodo-3-methyl butane (1.33 g, 6.69 mmol) and the reaction mixture is heated to 70° C. overnight. The reaction is cooled to room temperature and then poured over 1 N HCl and extracted with Ethyl Acetate. The organics are washed with brine, dried over MgSO4 and concentrated. The crude product is purified by column chromatography eluting with a ... Run in ClCCl (dichloromethane). Reported procedure: 2-Chloro-5-[[(2-hydroxyethyl)amino]methyl]-N-(tricyclo[3.3.1.13,7]dec-1-ylmethyl)-benzamide (0.250 g, Example 71c), (1-formylcyclopropyl)-carbamic acid, 1,1-dimethylethyl ester (0.260 g), sodium triacetoxyborohydride (0.600 g) and dichloromethane (50 ml) were stirred together under nitrogen for 24 h. The mixture was poured into saturated aqueous sodium hydrogencarbonate solution, extracted into dichloromethane, dried over magnesium sulfate, filtered and concentrated under reduced to pressure. Th... Starting materials: C(O)([O-])=O.[Na+] (sodium hydrogencarbonate), ClC1=C(C(=O)NCC23CC4CC(CC(C2)C4)C3)C=C(C=C1)CNCCO (2-Chloro-5-[[(2-hydroxyethyl)amino]methyl]-N-(tricyclo[3.3.1.13,7]dec-1-ylmethyl)-benzamide), C(=O)C1(CC1)NC(OC(C)(C)C)=O ((1-formylcyclopropyl)-carbamic acid, 1,1-dimethylethyl ester), C(C)(=O)O[BH-](OC(C)=O)OC(C)=O.[Na+] (sodium triacetoxyborohydride). Yield: 83.4%. RXN SMILES: [Cl:1][C:2]1[CH:21]=[CH:20][C:19]([CH2:22][NH:23][CH2:24][CH2:25][OH:26])=[CH:18][C:3]=1[C:4]([NH:6][CH2:7][C:8]12[CH2:17][CH:12]3[CH2:13][CH:14]([CH2:16][CH:10]([CH2:11]3)[CH2:9]1)[CH2:15]2)=[O:5].[CH:27]([C:29]1([NH:32][C:33](=[O:39])[O:34][C:35]([CH3:38])([CH3:37])[CH3:36])[CH2:31][CH2:30]1)=O.C(O[BH-](OC(=O)C)OC(=O)C)(=O)C.[Na+].C(=O)([O-])O.[Na+]>ClCCl>[Cl:1][C:2]1[CH:21]=[CH:20][C:19]([CH2:22][N:23]([CH2:27][C:29]2([NH:32][C:33](=[O:39])[O:34][C:35]([CH3:38])([CH3:37])[CH3:36])[CH2:30][CH2:31]2)[CH2:24][CH2:25][OH:26])=[CH:18][C:3]=1[C:4]([NH:6][CH2:7][C:8]12[CH2:15][CH:14]3[CH2:13][CH:12]([CH2:11][CH:10]([CH2:16]3)[CH2:9]1)[CH2:17]2)=[O:5] |f:2.3,4.5|. Product: ClC1=C(C=C(C=C1)CN(CCO)CC1(CC1)NC(OC(C)(C)C)=O)C(=O)NCC12CC3CC(CC(C1)C3)C2 ([1-[[[[4-Chloro-3-[[(tricyclo[3.3.1.13,7]dec-1-ylmethyl)amino]carbonyl]phenyl]-methyl](2-hydroxyethyl)amino]methyl]cyclopropyl]-carbamic acid, 1,1-dimethylethyl ester). The reactants are N1=CC=CC=C1 (pyridine), OC1=CC=C2CCC(NC2=C1)=O (7-hydroxy-3,4-dihydroquinolin-2(1H)-one), O(S(=O)(=O)C(F)(F)F)S(=O)(=O)C(F)(F)F (Tf2O). Solvent: C(Cl)(Cl)Cl (CHCl3). Reaction conditions: temperature 15 celsius. The product is FC(S(=O)(=O)OC1=CC=C2CCC(NC2=C1)=O)(F)F (2-oxo-1,2,3,4-tetrahydroquinolin-7-yl trifluoromethanesulfonate). Yield: 96.1%. As a reaction SMILES: [OH:1][C:2]1[CH:11]=[C:10]2[C:5]([CH2:6][CH2:7][C:8](=[O:12])[NH:9]2)=[CH:4][CH:3]=1.N1C=CC=CC=1.[O:19](S(C(F)(F)F)(=O)=O)[S:20]([C:23]([F:26])([F:25])[F:24])(=O)=[O:21]>C(Cl)(Cl)Cl>[F:24][C:23]([F:26])([F:25])[S:20]([O:1][C:2]1[CH:11]=[C:10]2[C:5]([CH2:6][CH2:7][C:8](=[O:12])[NH:9]2)=[CH:4][CH:3]=1)(=[O:21])=[O:19]. Procedure details: Step R1-1: To a suspension of 7-hydroxy-3,4-dihydroquinolin-2(1H)-one (200 g) in CHCl3 (2.0 L) was added pyridine (212 g) at room temperature over 10 minutes. Tf2O (344 g) was added to the mixture over 35 minutes, keeping the temperature below 10° C. After the mixture was allowed to warm to 15° C. over 1 hour, the reaction mixture was cooled to 0° C. and quenched by addition of water (2.0 L). The organic layer was separated, washed with aqueous saturated KHSO4 and water twice, dried over Na2SO4 ... The reactants are C(N)([O-])=O.[NH4+] (ammonium carbamate), CCCCCC (hexane), C(C)(C)(C)OC (methyl t-butyl ether), C(CCCCCCCCC)OCC1OC1 ((Decyloxy)methyloxirane), epoxide. Solvent: CO (methanol). Run at time 5 day. Product: C(CCCCCCCCC)OCC(C[NH3+])O.C(CCCCCCCCC)OCC(CNC([O-])=O)O (3-Decyloxy-2-Hydroxypropylcarbamic Acid, 3-Decyloxy-2-Hydroxypropylammonium Salt). RXN SMILES: [C:1](=[O:4])([O-:3])[NH2:2].[NH4+].[CH2:6]([O:16][CH2:17][CH:18]1[CH2:20][O:19]1)[CH2:7][CH2:8][CH2:9][CH2:10][CH2:11][CH2:12][CH2:13][CH2:14][CH3:15].CCCCCC.C(OC)(C)(C)C>CO>[CH2:6]([O:16][CH2:17][CH:18]([OH:19])[CH2:20][NH3+:2])[CH2:7][CH2:8][CH2:9][CH2:10][CH2:11][CH2:12][CH2:13][CH2:14][CH3:15].[CH2:6]([O:16][CH2:17][CH:18]([OH:19])[CH2:20][NH:2][C:1](=[O:3])[O-:4])[CH2:7][CH2:8][CH2:9][CH2:10][CH2:11][CH2:12][CH2:13][CH2:14][CH3:15] |f:0.1,6.7|. Procedure: The ammonium carbamate prepared as described above was dissolved in anhydrous methanol (a total of 3.5 L) and transferred to a five liter three-necked round bottom flask equipped with thermometer and magnetic stirrer. (Decyloxy)methyloxirane (150 g, 0.7 mole) was added and the mixture was stirred at ambient temperature for five days, after which no more epoxide could be detected by TLC (silica gel, 4:1 hexane:methyl t-butyl ether, Rf =0.62). A small amount of precipitate was observed. The mixtur... Starting materials: OCC=1C(=CC=C2NC(C(NC12)=O)(C)C)C1=C(C=C(C=C1)OC(C1=C(C=CC=C1)C)=O)OC (8-hydroxymethyl-7-[2-methoxy-4-(2-methylbenzoyloxy)phenyl]-3,3-dimethyl-3,4-dihydro-1H-quinoxalin-2-one), COC1=C(C=C(C=C1)[N+](=O)[O-])O (2-methoxy-5-nitrophenol), C(CCC)P(CCCC)CCCC (tri n-butylphosphine), N(=NC(=O)N1CCCCC1)C(=O)N1CCCCC1 (1,1′-(azodicarbonyl)dipiperidine), COC1=C(C=C(C=C1)[N+](=O)[O-])O (2-methoxy-5-nitrophenol), C(CCC)P(CCCC)CCCC (tri-n-butylphosphine), C1CCN(CC1)C(=O)/N=N/C(=O)N2CCCCC2 (1,1-(azodicarbonyl)dipiperidine), COC1=C(C=C(C=C1)[N+](=O)[O-])O (2-methoxy-5-nitrophenol), C(CCC)P(CCCC)CCCC (tri n-butylphosphine), N(=NC(=O)N1CCCCC1)C(=O)N1CCCCC1 (1,1′-(azodicarbonyl)dipiperidine). Run in O1CCCC1 (tetrahydrofuran). Run at time 20 minute. Yields the product COC1=C(C=CC(=C1)OC(C1=C(C=CC=C1)C)=O)C1=CC=C2NC(C(NC2=C1COC1=C(C=CC(=C1)[N+](=O)[O-])OC)=O)(C)C (7-[2-Methoxy-4-(2-methylbenzoyloxy)phenyl]-8-(2-methoxy-5-nitrophenoxymethyl)-3,3-dimethyl-3,4-dihydro-1H-quinoxalin-2-one). Isolated yield 41.2%. RXN SMILES: [OH:1][CH2:2][C:3]1[C:4]([C:16]2[CH:21]=[CH:20][C:19]([O:22][C:23](=[O:31])[C:24]3[CH:29]=[CH:28][CH:27]=[CH:26][C:25]=3[CH3:30])=[CH:18][C:17]=2[O:32][CH3:33])=[CH:5][CH:6]=[C:7]2[C:12]=1[NH:11][C:10](=[O:13])[C:9]([CH3:15])([CH3:14])[NH:8]2.[CH3:34][O:35][C:36]1[CH:41]=[CH:40][C:39]([N+:42]([O-:44])=[O:43])=[CH:38][C:37]=1O.C(P(CCCC)CCCC)CCC.N(C(N1CCCCC1)=O)=NC(N1CCCCC1)=O.C1CCN(C(/N=N/C(N2CCCCC2)=O)=O)CC1>O1CCCC1>[CH3:33][O:32][C:17]1[CH:18]=[C:19]([O:22][C:23](=[O:31])[C:24]2[CH:29]=[CH:28][CH:27]=[CH:26][C:25]=2[CH3:30])[CH:20]=[CH:21][C:16]=1[C:4]1[C:3]([CH2:2][O:1][C:37]2[CH:38]=[C:39]([N+:42]([O-:44])=[O:43])[CH:40]=[CH:41][C:36]=2[O:35][CH3:34])=[C:12]2[C:7]([NH:8][C:9]([CH3:14])([CH3:15])[C:10](=[O:13])[NH:11]2)=[CH:6][CH:5]=1. Procedure: A mixture of 8-hydroxymethyl-7-[2-methoxy-4-(2-methylbenzoyloxy)phenyl]-3,3-dimethyl-3,4-dihydro-1H-quinoxalin-2-one (Reference Compound No. 23, 40.1 mg, 0.0898 mmol), 2-methoxy-5-nitrophenol (22.8 mg, 0.135 mmol), and tri n-butylphosphine (33.7 μL, 0.135 mmol) was dissolved in anhydrous tetrahydrofuran (1 mL), 1,1′-(azodicarbonyl)dipiperidine (34.0 mg, 0.135 mmol) was added thereto, and then the mixture was stirred at room temperature. After 20 minutes, 2-methoxy-5-nitrophenol (23.1 mg, 0.137 m...